From a dataset of the Open Reaction Database (ORD), a public repository of structured organic reaction records. describe an organic reaction: reactants, conditions, products, and yield The reactants are B(OC(C)C)(OC(C)C)OC(C)C (triisopropyl borate), [Li]CCCC (n-BuLi), CCCCCC (hexane), O (water). Reaction conditions: time 8 hour. Product: C1(=CC=CC=C1)B(O)O (phenylboronic acid). As a reaction SMILES: [Li]CCCC.[B:6](OC(C)C)([O:11]C(C)C)[O:7]C(C)C.O.[CH3:20][CH2:21][CH2:22][CH2:23][CH2:24][CH3:25]>>[C:22]1([B:6]([OH:11])[OH:7])[CH:21]=[CH:20][CH:25]=[CH:24][CH:23]=1. Reported procedure: In an Ar atmosphere, the crystals of 2-(4-bromophenyl)-naphthalene obtained in Synthesis Step C1-3, 10 g, and 500 mL of anhydrous tetrahydrofuran were put into a 1-L flask, and then 22 mL of a 1.6 mol/L n-BuLi solution in hexane was added dropwise at −60° C. over 30 minutes. Thirty minutes later, 7 g of triisopropyl borate was added dropwise, and then the reaction was allowed to proceed overnight with no temperature control. After the completion of the reaction, 100 mL of water was added dropwis... Starting materials: C1CCOC1, CCCS(=O)(=O)Nc1ccc(F)c(C(=O)Nc2cnc3[nH]c(-c4cccc(OCC5COC(C)(C)O5)c4)cc3c2)c1F, CO, Cl. Yields the product CCCS(=O)(=O)Nc1ccc(F)c(C(=O)Nc2cnc3[nH]c(-c4cccc(OCC(O)CO)c4)cc3c2)c1F. Reaction SMILES: [CH2:44]1[O:45][CH2:46][CH2:47][CH2:48]1.[CH3:1][C:2]1([CH3:42])[O:3][CH2:4][CH:5]([CH2:7][O:8][c:9]2[cH:10][c:11](-[c:15]3[cH:16][c:17]4[c:18]([n:19][cH:20][c:21]([NH:23][C:24]([c:25]5[c:26]([F:39])[c:27]([NH:32][S:33](=[O:34])(=[O:35])[CH2:36][CH2:37][CH3:38])[cH:28][cH:29][c:30]5[F:31])=[O:40])[cH:22]4)[nH:41]3)[cH:12][cH:13][cH:14]2)[O:6]1.[CH3:49][OH:50].[ClH:43]>>[OH:3][CH2:4][CH:5]([OH:6])[CH2:7][O:8][c:9]1[cH:10][c:11](-[c:15]2[cH:16][c:17]3[c:18]([n:19][cH:20][c:21]([NH:23][C:24]([c:25]4[c:26]([F:39])[c:27]([NH:32][S:33](=[O:34])(=[O:35])[CH2:36][CH2:37][CH3:38])[cH:28][cH:29][c:30]4[F:31])=[O:40])[cH:22]3)[nH:41]2)[cH:12][cH:13][cH:14]1. Reactants: C[O-], CS(C)=O, CC1CC(C)(O)C(C)N1c1ccc(C#N)c(F)c1, [Na+], O. As a reaction SMILES: [CH3:19][O-:20].[CH3:23][S:24]([CH3:25])=[O:26].[F:1][c:2]1[c:3]([C:4]#[N:5])[cH:6][cH:7][c:8]([N:10]2[CH:11]([CH3:18])[C:12]([CH3:16])([OH:17])[CH2:13][CH:14]2[CH3:15])[cH:9]1.[Na+:21].[OH2:22]>>[c:2]1([O:20][CH3:19])[c:3]([C:4]#[N:5])[cH:6][cH:7][c:8]([N:10]2[CH:11]([CH3:18])[C:12]([CH3:16])([OH:17])[CH2:13][CH:14]2[CH3:15])[cH:9]1. Product: COc1cc(N2C(C)CC(C)(O)C2C)ccc1C#N. The reactants are COC(CC(C(C)C)=O)=O (4-methyl-3-oxopentanic acid methyl ester), FC1=CC=C(C=O)C=C1 (4-fluoro benzaldehyde), [OH-].[NH4+] (ammonium hydroxide). Run in CO (methanol). Product: C(=O)(OC)C1=C(NC(=C(C1C1=CC=C(C=C1)F)C(=O)OC)C(C)C)C(C)C (3,5-Dicarbomethoxy-1,4-Dihydro-4-(4-fluorophenyl)-2,6-bis(1-methylethyl),pyridine). Reaction SMILES: [CH3:1][O:2][C:3](=[O:10])[CH2:4][C:5](=O)[CH:6]([CH3:8])[CH3:7].[F:11][C:12]1[CH:19]=[CH:18][C:15]([CH:16]=O)=[CH:14][CH:13]=1.[OH-:20].[NH4+:21]>CO>[C:3]([C:4]1[CH:16]([C:15]2[CH:18]=[CH:19][C:12]([F:11])=[CH:13][CH:14]=2)[C:4]([C:3]([O:2][CH3:1])=[O:20])=[C:5]([CH:6]([CH3:8])[CH3:7])[NH:21][C:5]=1[CH:6]([CH3:8])[CH3:7])([O:2][CH3:1])=[O:10] |f:2.3|. Procedure: A mixture of 152 g (1.05 mole) 4-methyl-3-oxopentanic acid methyl ester, 56 ml (1.05 mole) 4-fluoro benzaldehyde and 40 ml conc. ammonium hydroxide was heated to reflux in 200 ml methanol for 48 hours. The reaction mixture was then concentrated in vacuo, the viscous residue was dissolved in 500 ml ethylether and washed with saturated sodium bisulfite. The organic layer was dried over magnesium sulfate, filtered and evaporated to yield 202 g of the Step 1 title product. Analysis for C21H26FNO4. c... Reactants: CN1CCN2C3=C(C4=CC=CC(=C24)CC1)CCC3 (3-methyl-2,3,4,5,10,11-hexahydro-1H,9H-cyclopenta[b][1,4]diazocino[7,8,1-hi]indole), C(#N)[BH3-].[Na+] (sodium cyanoborohydride). Run in C(C)(=O)O (acetic acid). Conditions: time 1 hour. The product is CN1CCN2C3C(C4=CC=CC(=C24)CC1)CCC3 (3-Methyl-2,3,4,5,9,10,11,11a-octahydro-1H,8bH-cyclopenta[b][1,4]diazocino[7,8,1-hi]indole). The yield is 97.1%. RXN SMILES: [CH3:1][N:2]1[CH2:15][CH2:14][C:12]2=[C:13]3[C:8](=[CH:9][CH:10]=[CH:11]2)[C:7]2[CH2:16][CH2:17][CH2:18][C:6]=2[N:5]3[CH2:4][CH2:3]1.C([BH3-])#N.[Na+]>C(O)(=O)C>[CH3:1][N:2]1[CH2:15][CH2:14][C:12]2=[C:13]3[C:8](=[CH:9][CH:10]=[CH:11]2)[CH:7]2[CH2:16][CH2:17][CH2:18][CH:6]2[N:5]3[CH2:4][CH2:3]1 |f:1.2|. Procedure details: To a solution of 3-methyl-2,3,4,5,10,11-hexahydro-1H,9H-cyclopenta[b][1,4]diazocino[7,8,1-hi]indole (0.40 g, 1.7 mmole) in acetic acid (50 mL) was added sodium cyanoborohydride (95 wt. %, 0.21 g, 3.2 mmole) and the reaction mixture was stirred at room temperature for 1 hour. The solvent was removed in vacuo and the residue was diluted with ethyl acetate (300 mL) and washed with saturated aqueous sodium bicarbonate (150 mL) and saturated aqueous sodium chloride (150 mL), dried (sodium sulfate) an... Product: NC[C@H]1N(CCC[C@H]1C)C(=O)C1=C(C=CC(=C1)C)N1N=CC(=C1)C (((2S,3R)-2-(Aminomethyl)-3-methylpiperidin-1-yl)(5-methyl-2-(4-methyl-1H-pyrazol-1-yl)phenyl)methanone). The reactants are NC[C@H]1N(CCC[C@H]1C)C(=O)C1=C(C=CC(=C1)C)C=1C=NN(C1)C (((2S,3R)-2-(aminomethyl)-3-methylpiperidin-1-yl)(5-methyl-2-(1-methyl-1H-pyrazol-4-yl)phenyl)methanone), CC=1C=CC(=C(C(=O)O)C1)N1N=CC(=C1)C (5-methyl-2-(4-methyl-1H-pyrazol-1-yl)benzoic acid). As a reaction SMILES: [NH2:1][CH2:2][C@@H:3]1[C@H:8]([CH3:9])[CH2:7][CH2:6][CH2:5][N:4]1[C:10]([C:12]1[CH:17]=[C:16]([CH3:18])[CH:15]=[CH:14][C:13]=1C1C=NN(C)C=1)=[O:11].CC1C=CC([N:35]2[CH:39]=[C:38]([CH3:40])[CH:37]=[N:36]2)=C(C=1)C(O)=O>>[NH2:1][CH2:2][C@@H:3]1[C@H:8]([CH3:9])[CH2:7][CH2:6][CH2:5][N:4]1[C:10]([C:12]1[CH:17]=[C:16]([CH3:18])[CH:15]=[CH:14][C:13]=1[N:35]1[CH:39]=[C:38]([CH3:40])[CH:37]=[N:36]1)=[O:11]. Procedure: The title compound was prepared following the same general protocol as described for ((2S,3R)-2-(aminomethyl)-3-methylpiperidin-1-yl)(5-methyl-2-(1-methyl-1H-pyrazol-4-yl)phenyl)methanone in Example A1 using 5-methyl-2-(4-methyl-1H-pyrazol-1-yl)benzoic acid. MS (ESI) 327 (M+H).